From a dataset of the Open Reaction Database (ORD), a public repository of structured organic reaction records. describe an organic reaction: reactants, conditions, products, and yield The reactants are C(=O)(O)[O-].[Na+] (NaHCO3), CN(C1=C(CN2C[C@@H](CC2)NC=2N=CC(=NC2)/C=C/C(=O)O)C=CC=C1)C ((2E)-3-[5-({(3R)-1-[2-(dimethylamino) benzyl]-3-pyrrolidinyl}amino)-2-pyrazinyl]acrylic acid), O1C(CCCC1)ON (O-(tetrahydro-2H-pyran-2-yl)hydroxylamine), C=1C=CC2=C(C1)N=NN2O (HOBT). Run in CN(C)C=O (DMF). Run at time 17 hour. Product: CN(C1=C(CN2C[C@@H](CC2)NC=2N=CC(=NC2)/C=C/C(=O)NOC2OCCCC2)C=CC=C1)C ((2E)-3-[5-({(3R)-1-[2-(dimethylamino)benzyl]-3-pyrrolidinyl}amino)-2-pyrazinyl]-N-(tetrahydro-2H-pyran-2-yloxy)acrylamide). Yield: 49.4%. Reaction SMILES: [CH3:1][N:2]([CH3:27])[C:3]1[CH:26]=[CH:25][CH:24]=[CH:23][C:4]=1[CH2:5][N:6]1[CH2:10][CH2:9][C@@H:8]([NH:11][C:12]2[N:13]=[CH:14][C:15](/[CH:18]=[CH:19]/[C:20](O)=[O:21])=[N:16][CH:17]=2)[CH2:7]1.[O:28]1[CH2:33][CH2:32][CH2:31][CH2:30][CH:29]1[O:34][NH2:35].C1C=CC2N(O)N=NC=2C=1.C([O-])(O)=O.[Na+]>CN(C=O)C>[CH3:27][N:2]([CH3:1])[C:3]1[CH:26]=[CH:25][CH:24]=[CH:23][C:4]=1[CH2:5][N:6]1[CH2:10][CH2:9][C@@H:8]([NH:11][C:12]2[N:13]=[CH:14][C:15](/[CH:18]=[CH:19]/[C:20]([NH:35][O:34][CH:29]3[CH2:30][CH2:31][CH2:32][CH2:33][O:28]3)=[O:21])=[N:16][CH:17]=2)[CH2:7]1 |f:3.4|. Procedure: To a mixture of crude (2E)-3-[5-({(3R)-1-[2-(dimethylamino) benzyl]-3-pyrrolidinyl}amino)-2-pyrazinyl]acrylic acid (311 mg), O-(tetrahydro-2H-pyran-2-yl)hydroxylamine (108 mg), and HOBT (125 mg) in DMF (2.4 mL) was added WSCD (164 uL), which was stirred at room temperature for 17 hours. To the resultant was added saturated NaHCO3 aq. The mixture was extracted with AcOEt. The organic phase was washed with brine, dried over Na2SO4, filtered, and evaporated in vacuo. The residue was purified by col...